From a dataset of the Open Reaction Database (ORD), a public repository of structured organic reaction records. describe an organic reaction: reactants, conditions, products, and yield Procedure details: The title compound was prepared in accordance with the general method described in Example 12(c) by using 6-amino-1-[(4-methyl-1,2,5-oxadiazol-3-yl)methyl]-2-thioxo-2,3-dihydropyrimidin-4(1H)-one (0.44 g, 1.8 mmol, obtained from Example 16(b)), sodium nitrite (0.14 g, 2.0 mmol) and sodium dithionite (0.64 g, 3.7 mmol) which gave the title compound (0.41 g, 88% yield). Yield: 89.6%. RXN SMILES: [NH2:1][C:2]1[N:7]([CH2:8][C:9]2[C:13]([CH3:14])=[N:12][O:11][N:10]=2)[C:6](=[S:15])[NH:5][C:4](=[O:16])[CH:3]=1.[N:17]([O-])=O.[Na+].S(S([O-])=O)([O-])=O.[Na+].[Na+]>>[NH2:17][C:3]1[C:4](=[O:16])[NH:5][C:6](=[S:15])[N:7]([CH2:8][C:9]2[C:13]([CH3:14])=[N:12][O:11][N:10]=2)[C:2]=1[NH2:1] |f:1.2,3.4.5|. Product: NC=1C(NC(N(C1N)CC1=NON=C1C)=S)=O (5,6-Diamino-1-[(4-methyl-1,2,5-oxadiazol-3-yl)methyl]-2-thioxo-2,3-dihydropyrimidin-4(1H)-one). Reactants: NC1=CC(NC(N1CC1=NON=C1C)=S)=O (6-amino-1-[(4-methyl-1,2,5-oxadiazol-3-yl)methyl]-2-thioxo-2,3-dihydropyrimidin-4(1H)-one), N(=O)[O-].[Na+] (sodium nitrite), S(=O)([O-])S(=O)[O-].[Na+].[Na+] (sodium dithionite). The reactants are Cl (hydrochloric acid), S(=O)(=O)(C)OCCC1(CCC(N(C1)CC1=CC(=CC(=C1)C(F)(F)F)C(F)(F)F)=O)C1=CC(=C(C=C1)Cl)Cl (5-(2-Mesyloxyethyl)-5-(3,4-dichlorophenyl)-1-[3,5-bis(trifluoromethyl)benzyl]piperid-2-one), C(=O)([O-])[O-].[K+].[K+] (K2CO3), C1(=CC=CC=C1)C1CCNCC1 (4-phenylpiperidine). The solvent is C(C)#N (acetonitrile), CN(C)C=O (DMF), CCOCC (ether). Product: Cl.FC(C=1C=C(CN2C(CCC(C2)(C2=CC(=C(C=C2)Cl)Cl)CCN2CCC(CC2)C2=CC=CC=C2)=O)C=C(C1)C(F)(F)F)(F)F (1-[2-[1-[3,5-Bis(trifluoromethyl)benzyl]-5-(3,4-dichlorophenyl)-2-oxopiperid-5-yl]ethyl]-4-phenylpiperidine hydrochloride). The yield is 22.3%. RXN SMILES: S(O[CH2:6][CH2:7][C:8]1([C:30]2[CH:35]=[CH:34][C:33]([Cl:36])=[C:32]([Cl:37])[CH:31]=2)[CH2:13][N:12]([CH2:14][C:15]2[CH:20]=[C:19]([C:21]([F:24])([F:23])[F:22])[CH:18]=[C:17]([C:25]([F:28])([F:27])[F:26])[CH:16]=2)[C:11](=[O:29])[CH2:10][CH2:9]1)(C)(=O)=O.C([O-])([O-])=O.[K+].[K+].[C:44]1([CH:50]2[CH2:55][CH2:54][NH:53][CH2:52][CH2:51]2)[CH:49]=[CH:48][CH:47]=[CH:46][CH:45]=1.Cl>C(#N)C.CCOCC.CN(C=O)C>[ClH:36].[F:23][C:21]([F:24])([F:22])[C:19]1[CH:20]=[C:15]([CH:16]=[C:17]([C:25]([F:27])([F:28])[F:26])[CH:18]=1)[CH2:14][N:12]1[CH2:13][C:8]([CH2:7][CH2:6][N:53]2[CH2:54][CH2:55][CH:50]([C:44]3[CH:49]=[CH:48][CH:47]=[CH:46][CH:45]=3)[CH2:51][CH2:52]2)([C:30]2[CH:35]=[CH:34][C:33]([Cl:36])=[C:32]([Cl:37])[CH:31]=2)[CH2:9][CH2:10][C:11]1=[O:29] |f:1.2.3,9.10|. Procedure details: 2.79 g of 5-(2-mesyloxyethyl)-5-(3,4-dichlorophenyl)-1-[3,5-bis(trifluoromethyl)benzyl]piperid-2-one prepared in Example 1, step B, 1.95 g of K2CO3 and 0.91 g of 4-phenylpiperidine are mixed in 6 ml of acetonitrile and 6 ml of DMF and the mixture is heated at 80° C. for 4 hours. After evaporation of the solvents, the residue is extracted with ethyl acetate and the extract is washed with water and then with saturated NaCl solution. It is dried over MgSO4 and concentrated and the residue is then c... Reactants: [OH-].[Na+] (NaOH), [BH-](OC(=O)C)(OC(=O)C)OC(=O)C.[Na+] (NaBH(OAc)3), O=C1CCN(CC1)C(=O)OC(C)(C)C (tert.butyl 4-oxo-piperidine-1-carboxylate), N1CCC(CC1)OCC(=O)OC(C)(C)C (tert.butyl (piperidin-4-yloxy)-acetate), C1CCOC1 (THF). Reaction conditions: time 8 hour. Product: C(C)(C)(C)OC(=O)COC1CCN(CC1)C1CCN(CC1)C(=O)OCC1=CC=CC=C1 (benzyl 4-tert-butoxycarbonylmethoxy-[1,4′]bipiperidinyl-1′-carboxylate). Reaction SMILES: [BH-](O[C:11]([CH3:13])=O)(OC(C)=O)OC(C)=O.[Na+].O=[C:16]1[CH2:21][CH2:20][N:19]([C:22]([O:24][C:25]([CH3:28])(C)C)=[O:23])[CH2:18][CH2:17]1.[NH:29]1[CH2:34][CH2:33][CH:32]([O:35][CH2:36][C:37]([O:39][C:40]([CH3:43])([CH3:42])[CH3:41])=[O:38])[CH2:31][CH2:30]1.[OH-].[Na+].[CH2:46]1[CH2:50]OC[CH2:47]1>>[C:40]([O:39][C:37]([CH2:36][O:35][CH:32]1[CH2:31][CH2:30][N:29]([CH:16]2[CH2:17][CH2:18][N:19]([C:22]([O:24][CH2:25][C:28]3[CH:13]=[CH:11][CH:50]=[CH:46][CH:47]=3)=[O:23])[CH2:20][CH2:21]2)[CH2:34][CH2:33]1)=[O:38])([CH3:43])([CH3:42])[CH3:41] |f:0.1,4.5|. Procedure: 2.90 g (13.3 mmol) NaBH(OAc)3 were added batchwise to a solution of 2.58 g (11.1 mmol)) tert.butyl 4-oxo-piperidine-1-carboxylate and 2.80 g (12.4 mmol) tert.butyl (piperidin-4-yloxy)-acetate in 30 mL THF and the reaction mixture was stirred overnight at RT. 50 mL of 1 M NaOH was added, the mixture was stirred for 1 h at RT, extracted exhaustively with EtOAc and the combined organic phases were dried on Na2SO4. After the elimination of the desiccant and solvent the residue was purified by chroma...